Dataset: the Open Reaction Database (ORD), a public repository of structured organic reaction records. Task: describe an organic reaction: reactants, conditions, products, and yield The reactants are C[Si](C)(C)C=[N+]=[N-] (trimethylsilyl diazomethane), O=C1C=2C=CC(=CC2CCC1)C(=O)O (5-Oxo-5,6,7,8-tetrahydro-naphthalene-2-carboxylic acid), C(C)(=O)O (acetic acid). Solvent: O1CCCC1 (tetrahydrofuran), ClCCl (dichloromethane), CO (methanol). Yields the product COC(=O)C1=CC=2CCCC(C2C=C1)=O (5-Oxo-5,6,7,8-tetrahydro-naphthalene-2-carboxylic acid methyl ester). RXN SMILES: [O:1]=[C:2]1[CH2:11][CH2:10][CH2:9][C:8]2[CH:7]=[C:6]([C:12]([OH:14])=[O:13])[CH:5]=[CH:4][C:3]1=2.[CH3:15][Si](C=[N+]=[N-])(C)C.C(O)(=O)C>ClCCl.CO.O1CCCC1>[CH3:15][O:13][C:12]([C:6]1[CH:5]=[CH:4][C:3]2[C:2](=[O:1])[CH2:11][CH2:10][CH2:9][C:8]=2[CH:7]=1)=[O:14]. Procedure details: A sample of commercially available 5-Oxo-5,6,7,8-tetrahydro-naphthalene-2-carboxylic acid (200 mg, 1.05 mmol) is dissolved in a mixture of dichloromethane and methanol (5:1, 10 mL). The solution is then treated with a solution of trimethylsilyl diazomethane in tetrahydrofuran (2M) until the yellow color persists. The reaction is then treated with a small amount of acetic acid to destroy excess reagent and the solvent is removed. The residue is purified on silica gel to afford the title material ... Reaction SMILES: [CH2:1]([O:3][C:4](=[O:13])[CH2:5][C:6]1[CH:7]=[N+:8]([O-])[CH:9]=[CH:10][CH:11]=1)[CH3:2].P(Cl)(Cl)([Cl:16])=O>>[CH2:1]([O:3][C:4](=[O:13])[CH2:5][C:6]1[C:7]([Cl:16])=[N:8][CH:9]=[CH:10][CH:11]=1)[CH3:2]. Product: C(C)OC(CC=1C(=NC=CC1)Cl)=O (2-Chloro-3-pyridineacetic Acid Ethyl Ester). The reactants are C(C)OC(CC=1C=[N+](C=CC1)[O-])=O (3-pyridineacetic acid ethyl ester 1-oxide), P(=O)(Cl)(Cl)Cl (phosphorous oxychloride). Isolated yield 50.0%. Procedure: A mixture of 1.56 g (8.6 mol) of 3-pyridineacetic acid ethyl ester 1-oxide (for preparation, see A. R. Katritzky, J. Chem. Soc., 1956, 2404) and 15 ml of phosphorous oxychloride was heated to 80° C. for 3 hours. After cooling, the solvent was evaporated and the residue was poured onto ice water and solid sodium bicarbonate was added until the pH was basic. The organic layer was extracted with ethyl acetate and the combined extracts were dried over sodium sulfate and evaporated to an oil which wa... Starting materials: Cl.Cl.N12CCNC(CC1)CC2 (1,4-diazabicyclo[3.2.2]nonane dihydrochloride), N1=C(C=CC=C1)C(=O)O (picolinic acid), C(C)(C)N(CC)C(C)C (diisopropylethylamine), O.ON1N=NC2=C1C=CC=C2 (1-hydroxybenzotriazole hydrate), CN(C)C(=[N+](C)C)ON1C2=C(C=CC=C2)N=N1.[B-](F)(F)(F)F (TBTU). The solvent is C(Cl)(Cl)Cl (chloroform), CO.C(Cl)(Cl)Cl (MeOH chloroform), CN(C)C=O (DMF). Conditions: time 12 hour. The product is N12CCN(C(CC1)CC2)C(=O)C2=NC=CC=C2 ((1,4-diazabicyclo[3.2.2]non-4-yl)(pyridin-2-yl)methanone). As a reaction SMILES: Cl.Cl.[N:3]12[CH2:11][CH2:10][CH:7]([CH2:8][CH2:9]1)[NH:6][CH2:5][CH2:4]2.[N:12]1[CH:17]=[CH:16][CH:15]=[CH:14][C:13]=1[C:18](O)=[O:19].C(N(C(C)C)CC)(C)C.O.ON1C2C=CC=CC=2N=N1.CN(C(ON1N=NC2C=CC=CC1=2)=[N+](C)C)C.[B-](F)(F)(F)F>CN(C=O)C.CO.C(Cl)(Cl)Cl.C(Cl)(Cl)Cl>[N:3]12[CH2:11][CH2:10][CH:7]([CH2:8][CH2:9]1)[N:6]([C:18]([C:13]1[CH:14]=[CH:15][CH:16]=[CH:17][N:12]=1)=[O:19])[CH2:5][CH2:4]2 |f:0.1.2,5.6,7.8,10.11|. Reported procedure: To a stirred solution of 1,4-diazabicyclo[3.2.2]nonane dihydrochloride (120 mg, 0.60 mmol), picolinic acid (85 mg, 0.69 mmol), and diisopropylethylamine (0.45 mL, 2.6 mmol) in dry DMF (2 mL) at ambient temperature was added in succession 1-hydroxybenzotriazole hydrate (85 mg, 0.63 mmol) and TBTU (200 mg, 0.62 mmol). The resulting precipitous mixture was stirred for 12 hours, partitioned between water and chloroform, and extracted with chloroform (3×). The organic layers were combined, washed wit... Starting materials: C1(=CC=CC=C1)SCN1S(=O)(=O)C2=CC(=C(C(=C2C1=O)CCC)OC)OC (2-phenylthiomethyl-4-propyl-5,6-dimethoxy-saccharin), S(=O)(=O)(Cl)Cl (sulfuryl chloride). Product: ClCN1S(=O)(=O)C2=CC(=C(C(=C2C1=O)CCC)OC)OC (2-chloromethyl-4-propyl-5,6-dimethoxysaccharin). Isolated yield 97.0%. Reaction SMILES: C1(S[CH2:8][N:9]2[C:19](=[O:20])[C:18]3[C:13](=[CH:14][C:15]([O:26][CH3:27])=[C:16]([O:24][CH3:25])[C:17]=3[CH2:21][CH2:22][CH3:23])[S:10]2(=[O:12])=[O:11])C=CC=CC=1.S(Cl)([Cl:31])(=O)=O>>[Cl:31][CH2:8][N:9]1[C:19](=[O:20])[C:18]2[C:13](=[CH:14][C:15]([O:26][CH3:27])=[C:16]([O:24][CH3:25])[C:17]=2[CH2:21][CH2:22][CH3:23])[S:10]1(=[O:12])=[O:11]. Procedure: By the method of Example 22A 3,4-dimethoxy-2-propyl-N,N-dimethylbenzamide (9.2 g) was aminosulfonylated with sulfur dioxide and hydroxylamine-O-sulfonic acid (5.6 g) to give 2-aminosulfonyl-4,5-dimethoxy-6-propyl-N,N-dimethylbenzamide (7.4 g, 63% yield), which was cyclized in quantititive yield to 4-propyl-5,6-dimethoxysaccharin, phenylthiomethylation of which with chloromethyl phenyl sulfide (1.42 mL) gave 2-phenylthiomethyl-4-propyl-5,6-dimethoxy-saccharin (4.07 g), reaction of part (3.59 g) o... Starting materials: CS(=O)(=O)OS(C)(=O)=O, ClC(Cl)Cl, CCn1nc2c(N)nc3ccccc3c2c1CC1(O)CCNCC1, [Na+], [Na+], O=C([O-])[O-]. Yields the product CCn1nc2c(N)nc3ccccc3c2c1CC1(O)CCN(S(C)(=O)=O)CC1. Reaction SMILES: [CH3:1][S:2](=[O:3])([O:5][S:4]([CH3:6])(=[O:7])=[O:8])=[O:9].[CH:40]([Cl:41])([Cl:42])[Cl:43].[NH2:10][c:11]1[n:12][c:13]2[cH:14][cH:15][cH:16][cH:17][c:18]2[c:19]2[c:20]1[n:21][n:22]([CH2:32][CH3:33])[c:23]2[CH2:24][C:25]1([OH:31])[CH2:26][CH2:27][NH:28][CH2:29][CH2:30]1.[Na+:34].[Na+:35].[O-:36][C:37](=[O:38])[O-:39]>>[CH3:1][S:2](=[O:3])(=[O:5])[N:28]1[CH2:27][CH2:26][C:25]([CH2:24][c:23]2[c:19]3[c:18]4[c:13]([n:12][c:11]([NH2:10])[c:20]3[n:21][n:22]2[CH2:32][CH3:33])[cH:14][cH:15][cH:16][cH:17]4)([OH:31])[CH2:30][CH2:29]1. As a reaction SMILES: [CH3:1][O:2][C:3]([CH:4]([CH2:5][c:6]1[c:7]([CH3:31])[cH:8][c:9]([O:13][CH2:14][c:15]2[c:16]([CH3:30])[n:17][c:18](-[c:20]3[cH:21][cH:22][c:23]([C:26]([F:27])([F:28])[F:29])[cH:24][cH:25]3)[s:19]2)[cH:10][c:11]1[CH3:12])[O:32][CH2:33][CH3:34])=[O:35].[Li+:37].[OH-:36]>>[O:2]=[C:3]([CH:4]([CH2:5][c:6]1[c:7]([CH3:31])[cH:8][c:9]([O:13][CH2:14][c:15]2[c:16]([CH3:30])[n:17][c:18](-[c:20]3[cH:21][cH:22][c:23]([C:26]([F:27])([F:28])[F:29])[cH:24][cH:25]3)[s:19]2)[cH:10][c:11]1[CH3:12])[O:32][CH2:33][CH3:34])[OH:35]. The product is CCOC(Cc1c(C)cc(OCc2sc(-c3ccc(C(F)(F)F)cc3)nc2C)cc1C)C(=O)O. Starting materials: CCOC(Cc1c(C)cc(OCc2sc(-c3ccc(C(F)(F)F)cc3)nc2C)cc1C)C(=O)OC, [Li+], [OH-]. Reactants: CC1(NC(C(N1)=O)(C)C)C (2,2,5,5-tetramethylimidazolidin-4-one), C=O (formalin), C(=O)O (formic acid). Run in O (water). Run at temperature 30 celsius. The product is CN1C(NC(C1(C)C)=O)(C)C (1,2,2,5,5-Pentamethylimidazolidin-4-one). Reaction SMILES: [CH3:1][C:2]1([CH3:10])[NH:6][C:5](=[O:7])[C:4]([CH3:9])([CH3:8])[NH:3]1.C=O.[CH:13](O)=O>O>[CH3:13][N:3]1[C:4]([CH3:9])([CH3:8])[C:5](=[O:7])[NH:6][C:2]1([CH3:10])[CH3:1]. Procedure: A 500 ml. resin kettle, equipped with a mechanical stirrer, reflux condenser, thermometer in thermowell, and an addition funnel, was charged with 122.9 g. (0.8642 moles) of 2,2,5,5-tetramethylimidazolidin-4-one, 74.8 g. (0.8642 moles) of 37% formalin solution, and 200 ml. of water. This mixture was stirred without heating as 44.2 g. (0.8642 moles) of 90% formic acid was added over the course of 20 minutes, with the mixture warming up to 30° C. and becoming a solution in this time.